This data is from the Open Reaction Database (ORD), a public repository of structured organic reaction records. The task is: describe an organic reaction: reactants, conditions, products, and yield The reactants are C([O-])(O)=O.[Na+] (sodium bicarbonate), N1=CC=CC=C1 (pyridine), P(Cl)(Cl)(Cl)(Cl)Cl (phosphorus pentachloride), C1(=CC=CC=C1)CC(=O)N[C@H]1[C@@H]2N(C(=C(CS2)CCOC(CCl)=O)C(=S)OCC2=CC=C(C=C2)OC)C1=O (p-methoxybenzyl 7β-phenylacetamido-3-(2-chloroacetyloxy)ethylthio-3-cephem-4-carboxylate). Solvent: CO (methanol), ClCCl (dichloromethane), O (water). Run at temperature -50 celsius, time 1 hour. Product: N[C@H]1[C@@H]2N(C(=C(CS2)CCOC(CCl)=O)C(=S)OCC2=CC=C(C=C2)OC)C1=O (p-methoxybenzyl 7β-amino-3-(2-chloroacetyloxy)ethylthio-3-cephem-4-carboxylate). The yield is 90.3%. As a reaction SMILES: C1(CC([NH:10][C@@H:11]2[C:37](=[O:38])[N:13]3[C:14]([C:25]([O:27][CH2:28][C:29]4[CH:34]=[CH:33][C:32]([O:35][CH3:36])=[CH:31][CH:30]=4)=[S:26])=[C:15]([CH2:18][CH2:19][O:20][C:21](=[O:24])[CH2:22][Cl:23])[CH2:16][S:17][C@H:12]23)=O)C=CC=CC=1.N1C=CC=CC=1.P(Cl)(Cl)(Cl)(Cl)Cl.C(=O)(O)[O-].[Na+]>ClCCl.O.CO>[NH2:10][C@@H:11]1[C:37](=[O:38])[N:13]2[C:14]([C:25]([O:27][CH2:28][C:29]3[CH:30]=[CH:31][C:32]([O:35][CH3:36])=[CH:33][CH:34]=3)=[S:26])=[C:15]([CH2:18][CH2:19][O:20][C:21](=[O:24])[CH2:22][Cl:23])[CH2:16][S:17][C@H:12]12 |f:3.4|. Procedure: In 50 ml of dry dichloromethane was dissolved 1.70 g (2.88 mM) of p-methoxybenzyl 7β-phenylacetamido-3-(2-chloroacetyloxy)ethylthio-3-cephem-4-carboxylate, and the solution was cooled to -50° C. To the solution were added 0.706 ml (8.64 mM) of pyridine and 1.196 g (5.76 mM) of phosphorus pentachloride, the reaction temperature of the mixture was raised to 20° C. for a period of one hour, and the mixture was stirred at the same temperature for one hour. Then, the reaction mixture was cooled to -5...